Dataset: the Open Reaction Database (ORD), a public repository of structured organic reaction records. Task: describe an organic reaction: reactants, conditions, products, and yield Reactants: Cl.NO (Hydroxylamine hydrochloride), C(C1=CC=CC=C1)N1[C@H](CN(CC1)CC1=CC=CC=C1)C1=CC=C(C=O)C=C1 (4-((2S)-1,4-dibenzylpiperazin-2-yl)benzaldehyde). Solvent: [OH-].[Na+] (sodium hydroxide), C(C)O (ethanol). Run at time 2 hour. The product is C(C1=CC=CC=C1)N1[C@H](CN(CC1)CC1=CC=CC=C1)C1=CC=C(C#N)C=C1 (4-((2S)-1,4-dibenzylpiperazin-2-yl)benzonitrile). Isolated yield 64.1%. RXN SMILES: Cl.[NH2:2]O.[CH2:4]([N:11]1[CH2:16][CH2:15][N:14]([CH2:17][C:18]2[CH:23]=[CH:22][CH:21]=[CH:20][CH:19]=2)[CH2:13][C@@H:12]1[C:24]1[CH:31]=[CH:30][C:27]([CH:28]=O)=[CH:26][CH:25]=1)[C:5]1[CH:10]=[CH:9][CH:8]=[CH:7][CH:6]=1>[OH-].[Na+].C(O)C>[CH2:4]([N:11]1[CH2:16][CH2:15][N:14]([CH2:17][C:18]2[CH:23]=[CH:22][CH:21]=[CH:20][CH:19]=2)[CH2:13][C@@H:12]1[C:24]1[CH:31]=[CH:30][C:27]([C:28]#[N:2])=[CH:26][CH:25]=1)[C:5]1[CH:10]=[CH:9][CH:8]=[CH:7][CH:6]=1 |f:0.1,3.4|. Reported procedure: Hydroxylamine hydrochloride (0.5 g, 7.75 mmol) was added to a solution of 4-((2S)-1,4-dibenzylpiperazin-2-yl)benzaldehyde (2.2 g, 5.94 mmol) in 1N aqueous sodium hydroxide (10 ml) and ethanol (10 ml) at room temperature and stirred for 2 hours. The mixture was partitioned between water and chloroform. The organic layer was washed with brine, dried over magnesium sulfate and concentrated in vacuo. The residue was dissolved in acetic acid (10 ml) and was stirred at 80° C. for 6 hours. The solvent ... The reactants are Cl.C1(CC1)COC=1C=C(C=CC1OC(F)F)C=1C(C(N(N1)C1CCNCC1)=O)(C)C (5-[3-(cyclopropylmethoxy)-4-(difluoromethoxy)phenyl]-4,4-dimethyl-2-piperidin-4-yl-2,4-dihydro-3H-pyrazol-3-one hydrochloride), C(C1=CC=CC=C1)OC=1C=CC(=C(C(=O)O)C1)C (5-(benzyloxy)-2-methylbenzoic acid), Cl.C1(CC1)COC=1C=C(C=CC1OC(F)F)C=1C(C(N(N1)C1CCNCC1)=O)(C)C (5-[3-(cyclopropylmethoxy)-4-(difluoromethoxy)phenyl]-4,4-dimethyl-2-piperidin-4-yl-2,4-dihydro-3H-pyrazol-3-one hydrochloride), C(C1=CC=CC=C1)OC=1C=CC(=C(C(=O)O)C1)C (5-(benzyloxy)-2-methylbenzoic acid). Yields the product C(C1=CC=CC=C1)OC=1C=CC(=C(C1)C(=O)N1CCC(CC1)N1N=C(C(C1=O)(C)C)C1=CC(=C(C=C1)OC(F)F)OCC1CC1)C (2-(1-{[5-(Benzyloxy)-2-methylphenyl]carbonyl}piperidin-4-yl)-5-[3-(cyclopropylmethoxy)-4-(difluoromethoxy)phenyl]-4,4-dimethyl-2,4-dihydro-3H-pyrazol-3-one). RXN SMILES: Cl.[CH:2]1([CH2:5][O:6][C:7]2[CH:8]=[C:9]([C:17]3[C:18]([CH3:30])([CH3:29])[C:19](=[O:28])[N:20]([CH:22]4[CH2:27][CH2:26][NH:25][CH2:24][CH2:23]4)[N:21]=3)[CH:10]=[CH:11][C:12]=2[O:13][CH:14]([F:16])[F:15])[CH2:4][CH2:3]1.[CH2:31]([O:38][C:39]1[CH:40]=[CH:41][C:42]([CH3:48])=[C:43]([CH:47]=1)[C:44](O)=[O:45])[C:32]1[CH:37]=[CH:36][CH:35]=[CH:34][CH:33]=1>>[CH2:31]([O:38][C:39]1[CH:40]=[CH:41][C:42]([CH3:48])=[C:43]([C:44]([N:25]2[CH2:26][CH2:27][CH:22]([N:20]3[C:19](=[O:28])[C:18]([CH3:30])([CH3:29])[C:17]([C:9]4[CH:10]=[CH:11][C:12]([O:13][CH:14]([F:15])[F:16])=[C:7]([O:6][CH2:5][CH:2]5[CH2:3][CH2:4]5)[CH:8]=4)=[N:21]3)[CH2:23][CH2:24]2)=[O:45])[CH:47]=1)[C:32]1[CH:33]=[CH:34][CH:35]=[CH:36][CH:37]=1 |f:0.1|. Procedure: The title compound is prepared analogously as described for GP2-WU2 using 5-[3-(cyclopropylmethoxy)-4-(difluoromethoxy)phenyl]-4,4-dimethyl-2-piperidin-4-yl-2,4-dihydro-3H-pyrazol-3-one (compound B3) and 5-(benzyloxy)-2-methylbenzoic acid (compound F1) as starting compounds. The crude product is purified by chromatography (amino phase silica gel and DCM) to yield the title compound.